This data is from the Open Reaction Database (ORD), a public repository of structured organic reaction records. The task is: describe an organic reaction: reactants, conditions, products, and yield Reactants: S(=O)(Cl)Cl (thionyl chloride), S(=O)(Cl)Cl (thionyl chloride), O (water), NC1=C(C(C1=O)=O)NCCCO (1-amino-2-(3-hydroxypropylamino)cyclobut-1-ene-3,4-dione), N1=CC=CC=C1 (pyridine). Solvent: C(Cl)(Cl)Cl (chloroform), C(Cl)(Cl)Cl (chloroform). Reaction conditions: temperature 0 celsius, time 8 hour. The product is NC1=C(C(C1=O)=O)NCCCCl (1-Amino-2-(3-chloropropylamino)cyclobut-1-ene-3,4-dione). Yield: 65.9%. Reaction SMILES: [NH2:1][C:2]1[C:5](=[O:6])[C:4](=[O:7])[C:3]=1[NH:8][CH2:9][CH2:10][CH2:11]O.N1C=CC=CC=1.S(Cl)([Cl:21])=O.O>C(Cl)(Cl)Cl>[NH2:1][C:2]1[C:5](=[O:6])[C:4](=[O:7])[C:3]=1[NH:8][CH2:9][CH2:10][CH2:11][Cl:21]. Reported procedure: A mixture of 1-amino-2-(3-hydroxypropylamino)cyclobut-1-ene-3,4-dione (1.0 g) and pyridine (0.5 ml) in chloroform (100 ml) was cooled to 0° C. To this was added dropwise thionyl chloride (4.38 g) in chloroform (30 ml) and the reaction mixture was stirred overnight at room temperature. There was solid remaining so more thionyl chloride (4.38 g) was added, the solid slowly dissolving, and the reaction mixture was left to stand for 60 hours. The mixture was evaporated under reduced pressure to affo... Reactants: OC1=NC=CC=C1O (2,3-dihydroxypyridine), CC1=C(N)C=CC=C1 (o-methylaniline), NaIO3. Solvent: O.CC(=O)C (water acetone). Run at time 2 hour. Yields the product C1(=C(C=CC=C1)NC1=CC(C(N=C1NC1=C(C=CC=C1)C)=O)=O)C (5,6-di(o-tolylamino)-2,3-pyridindione). Yield: 27.0%. Reaction SMILES: [OH:1][C:2]1[C:7]([OH:8])=[CH:6][CH:5]=[CH:4][N:3]=1.[CH3:9][C:10]1[CH:16]=[CH:15][CH:14]=[CH:13][C:11]=1[NH2:12]>O.CC(C)=O>[C:10]1([CH3:9])[CH:16]=[CH:15][CH:14]=[CH:13][C:11]=1[NH:12][C:5]1[C:4]([NH:12][C:11]2[CH:13]=[CH:14][CH:15]=[CH:16][C:10]=2[CH3:9])=[N:3][C:2](=[O:1])[C:7](=[O:8])[CH:6]=1 |f:2.3|. Procedure: 2,3-dihydroxypyridine (0.0027 mol), o-methylaniline (0.0054 mol), and NaIO3 (0.0009 mol) were dissolved in 160 ml of water/acetone (80:1, v/v) solvent. The reaction mixture was stirred for 2 hours, and maintained still overnight. It was then filtered and recrystallized with chloroform. The final product was 5,6-di(o-tolylamino)-2,3-pyridindione in a red powder. The yield was 27%-45%. The reactants are CC(CN1C(C(C=C1)C(=O)OCC)=O)C (2-methylpropyl-2-oxo-1H-pyrrole-3-carboxylic acid, ethyl ester), C(C)O.O (ethanol water), [Cl-].[Na+] (sodium chloride), C(=O)=O (CO2). Solvent: C(C)(=O)OCC (ethyl acetate). Conditions: time 15 minute. Product: CC(C[C@H]1C(CC(N1)=O)=O)C ((S)-5-(2-methylpropyl)-2,4-pyrrolidinedione). As a reaction SMILES: CC(C)C[N:4]1[CH:8]=[CH:7][CH:6]([C:9](OCC)=O)[C:5]1=O.[CH2:16]([OH:18])[CH3:17].O.[C:20](=O)=[O:21].[Cl-].[Na+]>C(OCC)(=O)C>[CH3:9][CH:6]([CH3:5])[CH2:7][C@@H:8]1[NH:4][C:16](=[O:18])[CH2:17][C:20]1=[O:21] |f:1.2,4.5|. Procedure details: Approximately 150 mmol of (S)-2,5-dihydro-4-hydroxy-5-(2-methylpropyl-2-oxo-1H-pyrrole-3-carboxylic acid, ethyl ester is added as rapidly as possible to 1 L of boiling ethanol-water (1:1, pot temperature 85°-87° C.) in a 3 L beaker with vigorous stirring. Complete solution occurs rapidly and vigorous effervescence is observed. Refluxing is continued 20 minutes until the CO2 evolution ceases. The beaker is plunged into an ice bath to rapidly cool the solution, 120 g of sodium chloride and 500 ml ... Reactants: C1(=CC=CC=C1)S(=O)(=O)N1C=CC=2C1=NC=C(C2Cl)[N+](=O)[O-] (1-benzenesulfonyl-4-chloro-5-nitro-1H-pyrrolo[2,3-b]pyridine), C(C)(C)(C)OC(=O)N1CC(CCC1)N (3-amino-piperidine-1-carboxylic acid tert-butyl ester), C(C)(C)N(CC)C(C)C (diisopropylethylamine). Solvent: CC(C)O (propan-2-ol). Conditions: temperature 80 celsius, time 12 hour. Yields the product C(C)(C)(C)OC(=O)N1CC(CCC1)NC1=C2C(=NC=C1[N+](=O)[O-])N(C=C2)S(=O)(=O)C2=CC=CC=C2 (3-(1-benzenesulfonyl-5-nitro-1H-pyrrolo[2,3-b]pyridin-4-ylamino)-piperidine-1-carboxylic acid tert-butyl ester). Yield: 86.5%. RXN SMILES: [C:1]1([S:7]([N:10]2[C:14]3=[N:15][CH:16]=[C:17]([N+:20]([O-:22])=[O:21])[C:18](Cl)=[C:13]3[CH:12]=[CH:11]2)(=[O:9])=[O:8])[CH:6]=[CH:5][CH:4]=[CH:3][CH:2]=1.[C:23]([O:27][C:28]([N:30]1[CH2:35][CH2:34][CH2:33][CH:32]([NH2:36])[CH2:31]1)=[O:29])([CH3:26])([CH3:25])[CH3:24].C(N(C(C)C)CC)(C)C>CC(O)C>[C:23]([O:27][C:28]([N:30]1[CH2:35][CH2:34][CH2:33][CH:32]([NH:36][C:18]2[C:17]([N+:20]([O-:22])=[O:21])=[CH:16][N:15]=[C:14]3[N:10]([S:7]([C:1]4[CH:6]=[CH:5][CH:4]=[CH:3][CH:2]=4)(=[O:9])=[O:8])[CH:11]=[CH:12][C:13]=23)[CH2:31]1)=[O:29])([CH3:26])([CH3:24])[CH3:25]. Procedure details: A suspension of 1-benzenesulfonyl-4-chloro-5-nitro-1H-pyrrolo[2,3-b]pyridine (15.3 g, 45.4 mmol), 3-amino-piperidine-1-carboxylic acid tert-butyl ester (10.00 g, 49.9 mmol), and diisopropylethylamine (25 ml, 140 mmol) in propan-2-ol (200 ml) was heated at 80° C. for 20 h. The mixture was then cooled to 25° C. and stirred for 12 h. The resulting yellow solid was collected by vacuum filtration, washed with propan-2-ol (1×30 ml), and was air-dried to afford 3-(1-benzenesulfonyl-5-nitro-1H-pyrrolo[2... The reactants are OC1=CC=C(C=C1)CCCN1C=NC=C1 (1-[3-(4-hydroxyphenyl)propyl]imidazole), O1C(=CC2=C1C=CC=C2)C=2OC=C(N2)CCl (2-(2-benzofuranyl)-4-chloromethyl oxazole). The product is O1C(=CC2=C1C=CC=C2)C=2OC=C(N2)COC2=CC=C(C=C2)CCCN2C=NC=C2 (2-(2-benzofuranyl)-4-[4-[3-(1-imidazolyl)propyl]phenoxymethyl]oxazole). The yield is 85.0%. RXN SMILES: [OH:1][C:2]1[CH:7]=[CH:6][C:5]([CH2:8][CH2:9][CH2:10][N:11]2[CH:15]=[CH:14][N:13]=[CH:12]2)=[CH:4][CH:3]=1.[O:16]1[C:20]2[CH:21]=[CH:22][CH:23]=[CH:24][C:19]=2[CH:18]=[C:17]1[C:25]1[O:26][CH:27]=[C:28]([CH2:30]Cl)[N:29]=1>>[O:16]1[C:20]2[CH:21]=[CH:22][CH:23]=[CH:24][C:19]=2[CH:18]=[C:17]1[C:25]1[O:26][CH:27]=[C:28]([CH2:30][O:1][C:2]2[CH:7]=[CH:6][C:5]([CH2:8][CH2:9][CH2:10][N:11]3[CH:15]=[CH:14][N:13]=[CH:12]3)=[CH:4][CH:3]=2)[N:29]=1. Procedure: In substantially the same manner as in Working Example 72, 1-[3-(4-hydroxyphenyl)propyl]imidazole was allowed to react with 2-(2-benzofuranyl)-4-chloromethyl oxazole to give 2-(2-benzofuranyl)-4-[4-[3-(1-imidazolyl)propyl]phenoxymethyl]oxazole. The yield was 85%. Recrystallization from ethyl acetate-hexane gave colorless prisms, mp 122-123° C. The reactants are C(C)(C)(C)OC(C[C@@H](C(=O)O)CC(CCC)(C)C)=O ((S)-2-(2,2-Dimethyl-pentyl)-succinic acid 4-tert-butyl ester), OO (H2O2), C(C)(C)(C)OC(CC(CC(CCC)(C)C)C(=O)N1C(OC(C1C)C1=CC=CC=C1)=O)=O (5,5-dimethyl-3-(4-methyl-2-oxo-5-phenyl-oxazolidine-3-carbonyl)-octanoic acid tert-butyl ester), [Li+].[OH-] (LiOH). Product: CC(CCC(=O)N1C(O[C@@H]([C@@H]1C)C1=CC=CC=C1)=O)(CCC)C (3-(4,4-Dimethyl-heptanoyl)-(R)-4-methyl-(S)-5-phenyl-oxazolidin-2-one). Yield: 96.5%. Reaction SMILES: C(OC(=O)C[C@H](CC(C)(C)CCC)C(O)=O)(C)(C)C.C(OC(=O)C[CH:27]([C:35]([N:37]1[CH:41]([CH3:42])[CH:40]([C:43]2[CH:48]=[CH:47][CH:46]=[CH:45][CH:44]=2)[O:39][C:38]1=[O:49])=[O:36])[CH2:28][C:29]([CH3:34])([CH3:33])[CH2:30][CH2:31][CH3:32])(C)(C)C.[Li+].[OH-].OO>>[CH3:34][C:29]([CH3:33])([CH2:30][CH2:31][CH3:32])[CH2:28][CH2:27][C:35]([N:37]1[C@@H:41]([CH3:42])[C@@H:40]([C:43]2[CH:44]=[CH:45][CH:46]=[CH:47][CH:48]=2)[O:39][C:38]1=[O:49])=[O:36] |f:2.3|. Procedure details: A solution of 4,4-dimethyl-heptanoic acid (1.58 g, 10 mmol) and triethylamine (4.6 mL) in 50 mL THF was cooled to 0° C. and treated with 2,2-dimethyl-propionyl chloride (1.36 mL). After one hour, 4R-methyl-5S-phenyl-oxazolidin-2-one (1.95 g, 11 mmol) and lithium chloride (0.47 g, 11 mmol) was added and the mixture was stirred for 18 hours. The precipitate was filtered and washed thoroughly with additional THF. The filtrate was concentrated in vacuo to give an oily solid. This solid was dissolved...